This data is from the Open Reaction Database (ORD), a public repository of structured organic reaction records. The task is: describe an organic reaction: reactants, conditions, products, and yield Reactants: O=C([O-])[O-], CI, CN(C)C=O, [K+], [K+], O, O=Cc1ccc2c(c1O)CCC2. The product is COc1c(C=O)ccc2c1CCC2. Reaction SMILES: [C:13](=[O:14])([O-:15])[O-:16].[CH3:19][I:20].[CH3:22][N:23]([CH3:24])[CH:25]=[O:26].[K+:17].[K+:18].[OH2:21].[OH:1][c:2]1[c:3]2[c:7]([cH:8][cH:9][c:10]1[CH:11]=[O:12])[CH2:6][CH2:5][CH2:4]2>>[O:1]([c:2]1[c:3]2[c:7]([cH:8][cH:9][c:10]1[CH:11]=[O:12])[CH2:6][CH2:5][CH2:4]2)[CH3:13].